Task: describe an organic reaction: reactants, conditions, products, and yield. Dataset: the Open Reaction Database (ORD), a public repository of structured organic reaction records The reactants are OCCC(=C(c1ccccc1)c1ccc(OCCBr)cc1)c1ccccc1, O=C([O-])[O-], CCC(C)=O, [K+], [K+], [Na], c1c[nH]cn1. The product is OCCC(=C(c1ccccc1)c1ccc(OCCn2ccnc2)cc1)c1ccccc1. RXN SMILES: [Br:1][CH2:2][CH2:3][O:4][c:5]1[cH:6][cH:7][c:8]([C:11](=[C:12]([CH2:13][CH2:14][OH:15])[c:16]2[cH:17][cH:18][cH:19][cH:20][cH:21]2)[c:22]2[cH:23][cH:24][cH:25][cH:26][cH:27]2)[cH:9][cH:10]1.[C:28](=[O:29])([O-:30])[O-:31].[CH2:40]([C:41]([CH3:42])=[O:43])[CH3:44].[K+:32].[K+:33].[Na:34].[nH:35]1[cH:36][n:37][cH:38][cH:39]1>>[CH2:2]([CH2:3][O:4][c:5]1[cH:6][cH:7][c:8]([C:11](=[C:12]([CH2:13][CH2:14][OH:15])[c:16]2[cH:17][cH:18][cH:19][cH:20][cH:21]2)[c:22]2[cH:23][cH:24][cH:25][cH:26][cH:27]2)[cH:9][cH:10]1)[n:35]1[cH:36][n:37][cH:38][cH:39]1. Starting materials: O=C(Cl)C(Cl)Cl, O=C(Cl)C(Cl)(Cl)Cl, Nc1ccccc1Nc1ccccc1. Product: O=C(Nc1ccccc1Nc1ccccc1)C(Cl)Cl. As a reaction SMILES: [Cl:1][CH:2]([Cl:3])[C:4]([Cl:5])=[O:6].[Cl:21][C:22]([Cl:23])([Cl:24])[C:25]([Cl:26])=[O:27].[c:7]1([NH:13][c:14]2[c:15]([NH2:20])[cH:16][cH:17][cH:18][cH:19]2)[cH:8][cH:9][cH:10][cH:11][cH:12]1>>[Cl:1][CH:2]([Cl:3])[C:4](=[O:6])[NH:20][c:15]1[c:14]([NH:13][c:7]2[cH:8][cH:9][cH:10][cH:11][cH:12]2)[cH:19][cH:18][cH:17][cH:16]1.